Dataset: the Open Reaction Database (ORD), a public repository of structured organic reaction records. Task: describe an organic reaction: reactants, conditions, products, and yield Reactants: Cl (hydrochloric acid), [Cl-].[Ca+2].[Cl-] (calcium chloride), [BH4-].[Na+] (sodium borohydride), OC(CC(=O)OCC)(C=1N=CN(C1)C(C1=CC=CC=C1)(C1=CC=CC=C1)C1=CC=CC=C1)C1=CC2=CC=C(C=C2C=C1)C(=O)NC (ethyl 3-hydroxy-3-{6-[(methylamino)carbonyl]-2-naphthyl}-3-(1-trityl-1H-imidazol-4-yl)propanoate). Solvent: O (water), C1CCOC1 (THF), C(C)O (ethanol), C1CCOC1 (THF). Reaction conditions: time 30 minute. Yields the product OC(CCO)(C=1N=CN(C1)C(C1=CC=CC=C1)(C1=CC=CC=C1)C1=CC=CC=C1)C=1C=C2C=CC(=CC2=CC1)C(=O)NC (6-[1,3-dihydroxy-1-(1-trityl-1H-imidazol-4-yl)propyl]-N-methyl-2-naphthamide). Isolated yield 98.0%. RXN SMILES: [BH4-].[Na+].[Cl-].[Ca+2].[Cl-].[OH:6][C:7]([C:38]1[CH:47]=[CH:46][C:45]2[C:40](=[CH:41][CH:42]=[C:43]([C:48]([NH:50][CH3:51])=[O:49])[CH:44]=2)[CH:39]=1)([C:14]1[N:15]=[CH:16][N:17]([C:19]([C:32]2[CH:37]=[CH:36][CH:35]=[CH:34][CH:33]=2)([C:26]2[CH:31]=[CH:30][CH:29]=[CH:28][CH:27]=2)[C:20]2[CH:25]=[CH:24][CH:23]=[CH:22][CH:21]=2)[CH:18]=1)[CH2:8][C:9](OCC)=[O:10].Cl>C1COCC1.O.C(O)C>[OH:6][C:7]([C:38]1[CH:39]=[C:40]2[C:45](=[CH:46][CH:47]=1)[CH:44]=[C:43]([C:48]([NH:50][CH3:51])=[O:49])[CH:42]=[CH:41]2)([C:14]1[N:15]=[CH:16][N:17]([C:19]([C:26]2[CH:31]=[CH:30][CH:29]=[CH:28][CH:27]=2)([C:32]2[CH:33]=[CH:34][CH:35]=[CH:36][CH:37]=2)[C:20]2[CH:25]=[CH:24][CH:23]=[CH:22][CH:21]=2)[CH:18]=1)[CH2:8][CH2:9][OH:10] |f:0.1,2.3.4|. Procedure: 360 mL of ethanol and 156 mL of THF were added to 26.7 g (0.71 mol, 8eq) of sodium borohydride. 39.3 g (0.35 mol, 4 eq) of calcium chloride was added at 0° C., and the mixture was stirred at 1˜3° C. for 30 minutes. A solution of 60 g (98 mmol) of ethyl 3-hydroxy-3-{6-[(methylamino)carbonyl]-2-naphthyl}-3-(1-trityl-1H-imidazol-4-yl)propanoate in 204 mL of THF was added dropwise at 0° C. The mixture was stirred at 0˜10° C. for 30 minutes, and at 20˜26° C. for 5 hours. 360 mL of water, and 1.44 lit... Reactants: raw product, BrC1=NN(C(C2=CC=CC=C12)=O)C1=CC=C(C=C1)SC1=CC=CC=C1 (4-Bromo-2-(4-phenylsulfanyl-phenyl)-2H-phthalazin-1-one), C1=CC(=CC(=C1)Cl)C(=O)OO (MCPBA), ClCCl (dichloromethane). Yields the product CCCCCCC.ClCCl (heptane dichloromethane). The yield is 31.0%. As a reaction SMILES: Br[C:2]1[C:11]2[C:6](=[CH:7][CH:8]=[CH:9][CH:10]=2)C(=O)N(C2C=CC(SC3C=CC=CC=3)=CC=2)N=1.C1C=C(Cl)C=C(C(OO)=O)C=1.[Cl:37][CH2:38][Cl:39]>>[CH3:2][CH2:11][CH2:6][CH2:7][CH2:8][CH2:9][CH3:10].[Cl:37][CH2:38][Cl:39] |f:3.4|. Procedure details: 4-Bromo-2-(4-phenylsulfanyl-phenyl)-2H-phthalazin-1-one (0.095 g, 0.23 mmol) and MCPBA (0.052 g, 0.23 mmol) were stirred at room temperature in dichloromethane (1 ml) for 1 h. The tide compound was obtained after evaporation of the solvent in vacuum and subsequent purification of the raw product by chromatography over silica gel with heptane:dichloromethane (1:1 until 0:1) (0.031 g, 31% yield). 1H-NMR: (400 MHz, CDCl3) 8.49 (1H, d), 7.80–7.99 (5H, m), 7.76 (2H, d), 7.69 (2H, d), 7.48 (3H, m); MS... Reactants: C(C)(=O)C1=C(C(=C(OCCCOC=2C=C(C(=CC2C)Cl)[N+](=O)[O-])C=C1)CCC)O (3-[3-(4-acetyl-3-hydroxy-2-n-propylphenoxy)-propoxy]-4-methyl-6-chloronitrobenzene). The reagents and catalysts are [Ni] (Raney nickel). Solvent: O1CCCC1 (tetrahydrofuran). The product is C(C)(=O)C1=C(C(=C(OCCCOC=2C=C(N)C(=CC2C)Cl)C=C1)CCC)O (3-[3-(4-acetyl-3-hydroxy-2-n-propylphenoxy)-propoxy]-4-methyl-6-chloroaniline). Reaction SMILES: [C:1]([C:4]1[CH:25]=[CH:24][C:7]([O:8][CH2:9][CH2:10][CH2:11][O:12][C:13]2[CH:14]=[C:15]([N+:21]([O-])=O)[C:16]([Cl:20])=[CH:17][C:18]=2[CH3:19])=[C:6]([CH2:26][CH2:27][CH3:28])[C:5]=1[OH:29])(=[O:3])[CH3:2]>[Ni].O1CCCC1>[C:1]([C:4]1[CH:25]=[CH:24][C:7]([O:8][CH2:9][CH2:10][CH2:11][O:12][C:13]2[CH:14]=[C:15]([C:16]([Cl:20])=[CH:17][C:18]=2[CH3:19])[NH2:21])=[C:6]([CH2:26][CH2:27][CH3:28])[C:5]=1[OH:29])(=[O:3])[CH3:2]. Procedure details: 4.0 g of Raney nickel are added to a solution of 19 g (45 mmol) of 3-[3-(4-acetyl-3-hydroxy-2-n-propylphenoxy)-propoxy]-4-methyl-6-chloronitrobenzene in 200 ml of tetrahydrofuran and the whole is hydrogenated at room temperature. The catalyst is filtered off and washed with tetrahydrofuran. The filtrate is concentrated to dryness by evaporation under reduced pressure and the residue is recrystallised from ether/hexane. 3-[3-(4-acetyl-3-hydroxy-2-n-propylphenoxy)-propoxy]-4-methyl-6-chloroaniline... Reactants: BrC(Br)(Br)Br, C=CCOc1cccc(CO)c1, C1CCOC1, c1ccc(P(c2ccccc2)c2ccccc2)cc1. Product: C=CCOc1cccc(CBr)c1. RXN SMILES: [C:13]([Br:14])([Br:15])([Br:16])[Br:17].[CH2:1]([CH:2]=[CH2:3])[O:4][c:5]1[cH:6][c:7]([CH2:11][OH:12])[cH:8][cH:9][cH:10]1.[CH2:37]1[O:38][CH2:39][CH2:40][CH2:41]1.[c:18]1([P:19]([c:20]2[cH:21][cH:22][cH:23][cH:24][cH:25]2)[c:26]2[cH:27][cH:28][cH:29][cH:30][cH:31]2)[cH:32][cH:33][cH:34][cH:35][cH:36]1>>[CH2:1]([CH:2]=[CH2:3])[O:4][c:5]1[cH:6][c:7]([CH2:11][Br:14])[cH:8][cH:9][cH:10]1. Reactants: CC=1C=CC=2C3C(C(NC2C1)=O)CCC3 (7-methyl-1,2,3,3a,5,9b-hexahydrocyclopenta[c]quinolin-4-one), COC=1C=CC(=CC1)P2(=S)SP(=S)(S2)C=3C=CC(=CC3)OC (Lawesson's reagent). The product is CC=1C=CC=2C3C(C(NC2C1)=S)CCC3 (7-Methyl-1,2,3,3a,5,9b-hexahydrocyclopenta[c]quinoline-4-thione). The yield is 105.8%. RXN SMILES: [CH3:1][C:2]1[CH:3]=[CH:4][C:5]2[CH:6]3[CH2:15][CH2:14][CH2:13][CH:7]3[C:8](=O)[NH:9][C:10]=2[CH:11]=1.COC1C=CC(P2(SP(C3C=CC(OC)=CC=3)(=S)S2)=[S:25])=CC=1>>[CH3:1][C:2]1[CH:3]=[CH:4][C:5]2[CH:6]3[CH2:15][CH2:14][CH2:13][CH:7]3[C:8](=[S:25])[NH:9][C:10]=2[CH:11]=1. Procedure: Analogously to Example 4, 7-methyl-1,2,3,3a,5,9b-hexahydrocyclopenta[c]quinolin-4-one (200 mg, 1.0 mmol) is reacted with Lawesson's reagent (425 mg, 1.1 mmol) to form 230 mg of product. Reaction conditions: time 30 minute. The reactants are C(C)[Mg]Br (Ethylmagnesium bromide), ClC=1C(=C2N=C(C(=NC2=CC1Cl)OC)OC)C=O (6,7dichloro-2,3-dimethoxy-5-formylquinoxaline), [Cl-].[Na+] (sodium chloride). As a reaction SMILES: [CH2:1]([Mg]Br)[CH3:2].[Cl:5][C:6]1[C:7]([CH:21]=[O:22])=[C:8]2[C:13](=[CH:14][C:15]=1[Cl:16])[N:12]=[C:11]([O:17][CH3:18])[C:10]([O:19][CH3:20])=[N:9]2.[Cl-].[Na+]>O1CCCC1>[Cl:5][C:6]1[C:7]([CH:21]([OH:22])[CH2:1][CH3:2])=[C:8]2[C:13](=[CH:14][C:15]=1[Cl:16])[N:12]=[C:11]([O:17][CH3:18])[C:10]([O:19][CH3:20])=[N:9]2 |f:2.3|. Procedure details: Ethylmagnesium bromide (9.08 mL, 3M in diethyl ether) was added to a suspension of 6,7dichloro-2,3-dimethoxy-5-formylquinoxaline (3.91 g, 13.62 mmol) (Preparation 2) in dry tetrahydrofuran (200 mL) under nitrogen at room temperature. After 30 minutes, saturated sodium chloride (50 mL) was added, and the product was extracted into ethyl acetate (2×100 mL). The combined extracts were dried (MgSO4) and concentrated under reduced pressure. Purification by flash chromatography (eluting with dichlorom... Yields the product ClC=1C(=C2N=C(C(=NC2=CC1Cl)OC)OC)C(CC)O (6,7-dichloro-2,3-dimethoxy-5-(1-hydroxypropyl)-quinoxaline). The yield is 43.0%. Run in O1CCCC1 (tetrahydrofuran).